From a dataset of the Open Reaction Database (ORD), a public repository of structured organic reaction records. describe an organic reaction: reactants, conditions, products, and yield Reactants: FC(F)(F)SC1=CC=C(N)C=C1 (4-trifluoromethylsulfanyl-aniline), Cl (HCl), O=S(Cl)Cl (SOCl2), BrC=1C(=NC=C(C(=O)O)C1)Cl (5-bromo-6-chloro-nicotinic acid), CCN(C(C)C)C(C)C (DIPEA). Solvent: CC(C)(C)OC (TBME), C1CCOC1 (THF), C1(=CC=CC=C1)C (toluene), CN(C)C=O (DMF). Conditions: temperature 80 celsius, time 1 hour. Yields the product BrC=1C(=NC=C(C(=O)NC2=CC=C(C=C2)SC(F)(F)F)C1)Cl (5-Bromo-6-chloro-N-(4-((trifluoromethyl)thio)phenyl)nicotinamide). As a reaction SMILES: O=S(Cl)Cl.[Br:5][C:6]1[C:7]([Cl:15])=[N:8][CH:9]=[C:10]([CH:14]=1)[C:11]([OH:13])=O.CCN(C(C)C)C(C)C.[F:25][C:26]([S:29][C:30]1[CH:36]=[CH:35][C:33]([NH2:34])=[CH:32][CH:31]=1)([F:28])[F:27].Cl>C1(C)C=CC=CC=1.C1COCC1.CC(OC)(C)C.CN(C=O)C>[Br:5][C:6]1[C:7]([Cl:15])=[N:8][CH:9]=[C:10]([CH:14]=1)[C:11]([NH:34][C:33]1[CH:35]=[CH:36][C:30]([S:29][C:26]([F:28])([F:25])[F:27])=[CH:31][CH:32]=1)=[O:13]. Procedure: DMF (0.12 mL) was added followed by slow addition of SOCl2 (0.73 mL, 10 mmol) to a mixture of 5-bromo-6-chloro-nicotinic acid (473 mg, 2 mmol) in toluene (5 mL), and the RM was then stirred at 80° C. for 1 h. After cooling at RT, the toluene was evaporated off under reduce pressure and the residue was dissolved in THF (0.4 mL). DIPEA (0.7 mL, 4 mmol) was added and the solution was cooled to 0° C. under nitrogen. 4-trifluoromethylsulfanyl-aniline (438 mg, 2.2 mmol) in THF (1 mL) was then added dr... The reactants are Cl (HCl), [Li+].[OH-] (LiOH), CC(CCC(CCC(C)C)N1[C@@H](C[C@@H](CC1)CC(=O)OC)C1=CC=C(C=C1)C(F)(F)F)C (methyl {(2S,4R)-1-[4-methyl-1-(3-methylbutyl)pentyl]-2-[4-(trifluoromethyl)phenyl]piperidin-4-yl}acetate). Solvent: O (H2O), C1CCOC1 (THF). Reaction conditions: temperature 60 celsius. Product: CC(CCC(CCC(C)C)N1[C@@H](C[C@@H](CC1)CC(=O)O)C1=CC=C(C=C1)C(F)(F)F)C ({(2S,4R)-1-[4-methyl-1-(3-methylbutyl)pentyl]-2-[4-(trifluoromethyl)phenyl]piperidin-4-yl}acetic acid). The yield is 97.8%. Reaction SMILES: [Li+].[OH-].[CH3:3][CH:4]([CH3:34])[CH2:5][CH2:6][CH:7]([N:13]1[CH2:18][CH2:17][C@@H:16]([CH2:19][C:20]([O:22]C)=[O:21])[CH2:15][C@H:14]1[C:24]1[CH:29]=[CH:28][C:27]([C:30]([F:33])([F:32])[F:31])=[CH:26][CH:25]=1)[CH2:8][CH2:9][CH:10]([CH3:12])[CH3:11].Cl>O.C1COCC1>[CH3:11][CH:10]([CH3:12])[CH2:9][CH2:8][CH:7]([N:13]1[CH2:18][CH2:17][C@@H:16]([CH2:19][C:20]([OH:22])=[O:21])[CH2:15][C@H:14]1[C:24]1[CH:29]=[CH:28][C:27]([C:30]([F:33])([F:31])[F:32])=[CH:26][CH:25]=1)[CH2:6][CH2:5][CH:4]([CH3:3])[CH3:34] |f:0.1|. Procedure: A solution of LiOH (1.6 g, 67 mmol) in H2O (15 ml) was added to a stirred solution of methyl {(2S,4R)-1-[4-methyl-1-(3-methylbutyl)pentyl]-2-[4-(trifluoromethyl)phenyl]piperidin-4-yl}acetate (Step 1, 6.0 g, 13.2 mmol) in THF (15 ml) at RT. The mixture was stirred and heated at 60° C. for 18 hrs. After cooling to RT 2N HCl (35 ml) was added and the THF was removed in vacuo. The residue was partitioned between CH2Cl2/H2O. The pH of the aqueous layer was adjusted to pH7 with saturated aqueous NaHCO... Starting materials: C1CCOC1, CC(C)C[AlH]CC(C)C, Cc1ccccc1, [Cl-], CCOC(=O)c1cn(Cc2ccc(Cl)c(Cl)c2)nn1, [NH4+], O. The product is OCc1cn(Cc2ccc(Cl)c(Cl)c2)nn1. Reaction SMILES: [CH2:32]1[O:33][CH2:34][CH2:35][CH2:36]1.[CH3:20][CH:21]([CH2:22][AlH:23][CH2:24][CH:25]([CH3:26])[CH3:27])[CH3:28].[CH3:37][c:38]1[cH:39][cH:40][cH:41][cH:42][cH:43]1.[Cl-:29].[Cl:1][c:2]1[cH:3][c:4]([CH2:9][n:10]2[n:11][n:12][c:13]([C:15](=[O:16])[O:17][CH2:18][CH3:19])[cH:14]2)[cH:5][cH:6][c:7]1[Cl:8].[NH4+:30].[OH2:31]>>[Cl:1][c:2]1[cH:3][c:4]([CH2:9][n:10]2[n:11][n:12][c:13]([CH2:15][OH:16])[cH:14]2)[cH:5][cH:6][c:7]1[Cl:8]. Reactants: CN1CCC(N)CC1, CCN(C(C)C)C(C)C, ClCCl, Nc1ccc(C(=O)O)cc1OC(F)(F)F. Yields the product CN1CCC(NC(=O)c2ccc(N)c(OC(F)(F)F)c2)CC1. RXN SMILES: [CH3:28][N:29]1[CH2:30][CH2:31][CH:32]([NH2:35])[CH2:33][CH2:34]1.[CH:19]([N:20]([CH2:21][CH3:22])[CH:23]([CH3:24])[CH3:25])([CH3:26])[CH3:27].[Cl:16][CH2:17][Cl:18].[NH2:1][c:2]1[c:3]([O:11][C:12]([F:13])([F:14])[F:15])[cH:4][c:5]([C:6](=[O:7])[OH:8])[cH:9][cH:10]1>>[NH2:1][c:2]1[c:3]([O:11][C:12]([F:13])([F:14])[F:15])[cH:4][c:5]([C:6](=[O:8])[NH:35][CH:32]2[CH2:31][CH2:30][N:29]([CH3:28])[CH2:34][CH2:33]2)[cH:9][cH:10]1. Starting materials: FC(CNC(=O)[C@@H]1[C@@H](CCCC1)NC(OC(C)(C)C)=O)(F)F (tert-butyl {(cis)-2-[(2,2,2-trifluoroethyl)carbamoyl]cyclohexyl}carbamate), Cl.O1CCOCC1 (HCl Dioxane), CCOCC.CCCCCC (ether hexane), C(C)OCC (diethyl ether). Solvent: O1CCOCC1 (Dioxane). Conditions: time 60 minute. Product: Cl.N[C@@H]1[C@@H](CCCC1)C(=O)NCC(F)(F)F ((cis)-2-amino-N-(2,2,2-trifluoroethyl)cyclohexanecarboxamide Hydrochloride). RXN SMILES: [F:1][C:2]([F:22])([F:21])[CH2:3][NH:4][C:5]([C@H:7]1[CH2:12][CH2:11][CH2:10][CH2:9][C@H:8]1[NH:13]C(=O)OC(C)(C)C)=[O:6].[ClH:23].O1CCOCC1.C(OCC)C.CCOCC.CCCCCC>O1CCOCC1>[ClH:23].[NH2:13][C@H:8]1[CH2:9][CH2:10][CH2:11][CH2:12][C@H:7]1[C:5]([NH:4][CH2:3][C:2]([F:1])([F:21])[F:22])=[O:6] |f:1.2,4.5,7.8|. Procedure details: To tert-butyl {(cis)-2-[(2,2,2-trifluoroethyl)carbamoyl]cyclohexyl}carbamate, I-5a (2.55 g, 7.86 mmol) in Dioxane (10 ml) was added 4 M HCl/Dioxane (19.66 ml, 79 mmol) and the mixture allowed to stir at RT for 60 min. The reaction was concentrated in vacuo and resulting solid slurried with diethyl ether (100 mL). Re-concentration of the mixture and re-slurry of the solid with ether/hexane gave a free flowing solid. Final concentration of the mixture gave a white solid, I-5b, (2.1 gm) which was s... The reactants are COC(CC1=C2C=C(N=CC2=CC=C1Cl)CN(C)C)=O ((6-chloro-3-dimethylaminomethyl-isoquinolin-5-yl)-acetic acid methyl ester), N (ammonia). The solvent is CO (methanol). Conditions: temperature 70 celsius, time 16 hour. The product is ClC=1C(=C2C=C(N=CC2=CC1)CN(C)C)CC(=O)N (2-(6-Chloro-3-dimethylaminomethyl-isoquinolin-5-yl)-acetamide). The yield is 84.0%. Reaction SMILES: C[O:2][C:3](=O)[CH2:4][C:5]1[C:14]([Cl:15])=[CH:13][CH:12]=[C:11]2[C:6]=1[CH:7]=[C:8]([CH2:16][N:17]([CH3:19])[CH3:18])[N:9]=[CH:10]2.[NH3:21]>CO>[Cl:15][C:14]1[C:5]([CH2:4][C:3]([NH2:21])=[O:2])=[C:6]2[C:11](=[CH:12][CH:13]=1)[CH:10]=[N:9][C:8]([CH2:16][N:17]([CH3:19])[CH3:18])=[CH:7]2. Procedure details: A solution of (6-chloro-3-dimethylaminomethyl-isoquinolin-5-yl)-acetic acid methyl ester (515 mg, 1.76 mmol) in a mixture of methanol (10 mL) and liquid ammonia (10 mL) was stirred for 16 h in an autoclave at 70° C. After careful evaporation of the ammonia, the remaining solvent was evaporated in vacuo to afford the title compound as a brown solid (410 mg, 1.48 mmol, 84%). MS (ES+): 278 (M(C14H1635ClN3O)+H)+. Starting materials: FC=1C(=NC(=NC1)C1=CNC2=NC=C(C=C21)F)NC(CC(=O)N)C(C)(C)C (racemic 3-(5-fluoro-2-(5-fluoro-1H-pyrrolo[2,3-b]pyridin-3-yl)pyrimidin-4-ylamino)-4,4-dimethylpentanamide), FC=1C(=NC(=NC1)C1=CNC2=NC=C(C=C21)F)NC(CC(=O)N)C(C)(C)C ((+/−)-3-(5-fluoro-2-(5-fluoro-1H-pyrrolo[2,3-b]pyridin-3-yl)pyrimidin-4-ylamino)-4,4-dimethylpentanamide), FC(C(=O)OC(C(F)(F)F)=O)(F)F (trifluoroacetic acid anhydride). Run in N1=CC=CC=C1 (pyridine). Reaction conditions: time 2 hour. Yields the product FC=1C(=NC(=NC1)C1=CNC2=NC=C(C=C21)F)NC(CC#N)C(C)(C)C ((+/−)-3-(5-fluoro-2-(5-fluoro-1H-pyrrolo[2,3-b]pyridin-3-yl)pyrimidin-4-ylamino)-4,4-dimethylpentanenitrile). Reaction SMILES: [F:1][C:2]1[C:3]([NH:18][CH:19]([C:24]([CH3:27])([CH3:26])[CH3:25])[CH2:20][C:21]([NH2:23])=O)=[N:4][C:5]([C:8]2[C:16]3[C:11](=[N:12][CH:13]=[C:14]([F:17])[CH:15]=3)[NH:10][CH:9]=2)=[N:6][CH:7]=1.FC(F)(F)C(OC(=O)C(F)(F)F)=O>N1C=CC=CC=1>[F:1][C:2]1[C:3]([NH:18][CH:19]([C:24]([CH3:27])([CH3:26])[CH3:25])[CH2:20][C:21]#[N:23])=[N:4][C:5]([C:8]2[C:16]3[C:11](=[N:12][CH:13]=[C:14]([F:17])[CH:15]=3)[NH:10][CH:9]=2)=[N:6][CH:7]=1. Procedure: A solution of racemic 3-(5-fluoro-2-(5-fluoro-1H-pyrrolo[2,3-b]pyridin-3-yl)pyrimidin-4-ylamino)-4,4-dimethylpentanamide, 164a, (0.250 g, 0.668 mmol) in pyridine was cooled to 0° C. and treated with trifluoroacetic acid anhydride (0.278 mL, 2.003 mmol). After 2 hours at 0° C., the reaction was concentrated to dryness and the residue was purified by silica gel chromatography (EtOAc) to afford 150 mg of desired product: LCMS Gradient 10-90%, 0.1% formic acid, 5 minutes, C18/ACN, Retention Time=2.4... Reactants: C(C)OC(=O)C1=NC(=CC=C1)SC1=C(NC2=C(C(=CC=C12)Cl)F)C (6-(6-chloro-7-fluoro-2-methyl-1H-indol-3-ylsulfanyl)-pyridine-2-carboxylic acid ethyl ester), BrC=1C=NN(C1)CCC (4-bromo-1-propyl-1H-pyrazole). The product is C(C)OC(=O)C1=NC(=CC=C1)SC1=C(N(C2=C(C(=CC=C12)Cl)F)C=1C=NN(C1)CCC)C (6-[6-Chloro-7-fluoro-2-methyl-1-(1-propyl-1H-pyrazol-4-yl)-1H-indol-3-ylsulfanyl]-pyridine-2-carboxylic acid ethyl ester). Reaction SMILES: [CH2:1]([O:3][C:4]([C:6]1[CH:11]=[CH:10][CH:9]=[C:8]([S:12][C:13]2[C:21]3[C:16](=[C:17]([F:23])[C:18]([Cl:22])=[CH:19][CH:20]=3)[NH:15][C:14]=2[CH3:24])[N:7]=1)=[O:5])[CH3:2].Br[C:26]1[CH:27]=[N:28][N:29]([CH2:31][CH2:32][CH3:33])[CH:30]=1>>[CH2:1]([O:3][C:4]([C:6]1[CH:11]=[CH:10][CH:9]=[C:8]([S:12][C:13]2[C:21]3[C:16](=[C:17]([F:23])[C:18]([Cl:22])=[CH:19][CH:20]=3)[N:15]([C:26]3[CH:27]=[N:28][N:29]([CH2:31][CH2:32][CH3:33])[CH:30]=3)[C:14]=2[CH3:24])[N:7]=1)=[O:5])[CH3:2]. Procedure details: Prepared according to the procedure described in Example 9, Step 4, using the following starting materials: 6-(6-chloro-7-fluoro-2-methyl-1H-indol-3-ylsulfanyl)-pyridine-2-carboxylic acid ethyl ester and 4-bromo-1-propyl-1H-pyrazole. Starting materials: C1(CCCCC1)C=O (cyclohexanecarbaldehyde), C(CC(=O)O)(=O)O (malonic acid), Cl (hydrochloric acid). The reagents and catalysts are N1CCCCC1 (piperidine). Run in N1=CC=CC=C1 (pyridine). Yields the product C1(CCCCC1)C=CC(=O)O (3-Cylcohexyl-2-propenoic acid). Yield: 107.4%. As a reaction SMILES: [C:1](O)(=O)[CH2:2][C:3]([OH:5])=[O:4].[CH:8]1(C=O)[CH2:13][CH2:12][CH2:11][CH2:10][CH2:9]1.Cl>N1C=CC=CC=1.N1CCCCC1>[CH:8]1([CH:1]=[CH:2][C:3]([OH:5])=[O:4])[CH2:13][CH2:12][CH2:11][CH2:10][CH2:9]1. Procedure: 3.34 g (32.1 mmol) of malonic acid are dissolved in pyridine (10 ml), after the weakly exothermic reaction has subsided 3.0 g (26.7 mmol) of cyclohexanecarbaldehyde and 0.23 g (2.7 mmol) of piperidine are added, and the reaction mixture is heated to reflux for 4 h. The cooled reaction solution is added to a mixture of ice and concentrated hydrochloric acid, the aqueous phase is extracted three times with diethyl ether, the combined organic phases are dried over sodium sulfate, filtered, and the ... Reactants: BrCc1ccccc1, O=C([O-])[O-], Cc1cc2c(C(=O)O)cccc2[nH]1, CN(C)C=O, CCOC(C)=O, [K+], [K+], O. The product is Cc1cc2c(C(=O)OCc3ccccc3)cccc2[nH]1. Reaction SMILES: [Br:20][CH2:21][c:22]1[cH:23][cH:24][cH:25][cH:26][cH:27]1.[C:14](=[O:15])([O-:16])[O-:17].[CH3:1][c:2]1[nH:3][c:4]2[cH:5][cH:6][cH:7][c:8]([C:11](=[O:12])[OH:13])[c:9]2[cH:10]1.[CH3:29][N:30]([CH3:31])[CH:32]=[O:33].[CH3:34][CH2:35][O:36][C:37](=[O:38])[CH3:39].[K+:18].[K+:19].[OH2:28]>>[CH3:1][c:2]1[nH:3][c:4]2[cH:5][cH:6][cH:7][c:8]([C:11]([O:12][CH2:21][c:22]3[cH:23][cH:24][cH:25][cH:26][cH:27]3)=[O:13])[c:9]2[cH:10]1.